Dataset: the Open Reaction Database (ORD), a public repository of structured organic reaction records. Task: describe an organic reaction: reactants, conditions, products, and yield The reactants are CC(=O)O[BH-](OC(C)=O)OC(C)=O, C1CCOC1, ClCCl, O=Cc1cc(Oc2ccccc2)ncc1[N+](=O)[O-], CC(C)C(N)C(=O)N(C)CCc1ccccc1, [Na+], [Na+], [OH-]. Yields the product CC(C)C(NCc1cc(Oc2ccccc2)ncc1[N+](=O)[O-])C(=O)N(C)CCc1ccccc1. As a reaction SMILES: [C:36]([O:37][BH-:38]([O:39][C:40](=[O:41])[CH3:42])[O:43][C:44](=[O:45])[CH3:46])(=[O:47])[CH3:48].[CH2:52]1[O:53][CH2:54][CH2:55][CH2:56]1.[Cl:57][CH2:58][Cl:59].[N+:18](=[O:19])([O-:20])[c:21]1[c:22]([CH:34]=[O:35])[cH:23][c:24]([O:27][c:28]2[cH:29][cH:30][cH:31][cH:32][cH:33]2)[n:25][cH:26]1.[NH2:1][CH:2]([C:3](=[O:4])[N:5]([CH2:6][CH2:7][c:8]1[cH:9][cH:10][cH:11][cH:12][cH:13]1)[CH3:14])[CH:15]([CH3:16])[CH3:17].[Na+:49].[Na+:51].[OH-:50]>>[NH:1]([CH:2]([C:3](=[O:4])[N:5]([CH2:6][CH2:7][c:8]1[cH:9][cH:10][cH:11][cH:12][cH:13]1)[CH3:14])[CH:15]([CH3:16])[CH3:17])[CH2:34][c:22]1[c:21]([N+:18](=[O:19])[O-:20])[cH:26][n:25][c:24]([O:27][c:28]2[cH:29][cH:30][cH:31][cH:32][cH:33]2)[cH:23]1. The reactants are C(=O)(C(F)(F)F)O (TFA), C(C)[SiH](CC)CC (Triethylsilane), OC1(C(=C(C1=O)C1=CC(=CC=C1)OC)C)C1=CC(=CC=C1)OC (4-Hydroxy-3-methyl-2,4-bis[3-(methyloxy)phenyl]-2-cyclobuten-1-one). Solvent: C(Cl)Cl (CH2Cl2). Run at time 5 minute. Yields the product hexanes EtOAc, CC1=C(C(C1C1=CC(=CC=C1)OC)=O)C1=CC(=CC=C1)OC (3-Methyl-2,4-bis[3-(methyloxy)phenyl]-2-cyclobuten-1-one). Yield: 84.7%. Reaction SMILES: O[C:2]1([C:16]2[CH:21]=[CH:20][CH:19]=[C:18]([O:22][CH3:23])[CH:17]=2)[C:5](=[O:6])[C:4]([C:7]2[CH:12]=[CH:11][CH:10]=[C:9]([O:13][CH3:14])[CH:8]=2)=[C:3]1[CH3:15].C([SiH](CC)CC)C.C(O)(C(F)(F)F)=O>C(Cl)Cl>[CH3:15][C:3]1[CH:2]([C:16]2[CH:21]=[CH:20][CH:19]=[C:18]([O:22][CH3:23])[CH:17]=2)[C:5](=[O:6])[C:4]=1[C:7]1[CH:12]=[CH:11][CH:10]=[C:9]([O:13][CH3:14])[CH:8]=1. Procedure: A CH2Cl2 solution (15 mL) of 4-hydroxy-3-methyl-2,4-bis[3-(methyloxy)phenyl]-2-cyclobuten-1-one (246) (0.464 g, 1.50 mmol, 1 equiv) was cooled to ca. 0° C. Triethylsilane (3.02 mL, 1.0 M, 1.5 equiv) was added followed by TFA. After 5 min, the ice bath was removed and the reaction was allowed to warm to ambient temperature. After an additional 2 h, the reaction was quenched with 50% saturated aqueous NaHCO3. The organic portion was separated and pooled with those extracted using EtOAc (3×20 mL). ... The reactants are ClC=1C=C(C=CC1Cl)[C@H]1[C@@H](C1)\C=C(\C=O)/F ((±)-(2Z)-3-[trans-2-(3,4-dichlorophenyl)cyclopropyl]-2-fluoroprop-2-enal), C(=O)(OCC)C=P(C1=CC=CC=C1)(C1=CC=CC=C1)C1=CC=CC=C1 (carboethoxymethylenetriphenylphosphorane). Run in ClCCl (dichloromethane). Yields the product C(C)OC(\C=C\C(=C/[C@H]1[C@@H](C1)C1=CC(=C(C=C1)Cl)Cl)\F)=O ((±)-(2E,4E)-Ethyl-4-fluoro-5-[trans-2-(3,4-dichlorophenyl) cyclopropyl]penta-2,4-dienoate). Isolated yield 91.6%. Reaction SMILES: [Cl:1][C:2]1[CH:3]=[C:4]([C@@H:9]2[CH2:11][C@H:10]2/[CH:12]=[C:13](\[F:16])/[CH:14]=O)[CH:5]=[CH:6][C:7]=1[Cl:8].[C:17]([CH:22]=P(C1C=CC=CC=1)(C1C=CC=CC=1)C1C=CC=CC=1)([O:19][CH2:20][CH3:21])=[O:18]>ClCCl>[CH2:20]([O:19][C:17](=[O:18])/[CH:22]=[CH:14]/[C:13](/[F:16])=[CH:12]\[C@@H:10]1[CH2:11][C@H:9]1[C:4]1[CH:5]=[CH:6][C:7]([Cl:8])=[C:2]([Cl:1])[CH:3]=1)[CH3:21]. Reported procedure: The above aldehyde (0.5 g) was dissolved in dichloromethane (5 ml) under nitrogen and treated with carboethoxymethylenetriphenylphosphorane (0.67 g) at 25°. After 18 hours at 25° the solution was concentrated in vacuo and the residue washed with hexane. Combined hexane washings were concentrated in vacuo to give (±)-(2E,4E)-Ethyl-4-fluoro-5-[trans-2-(3,4-dichlorophenyl) cyclopropyl]penta-2,4-dienoate (0.58 g). NMR 1H: 7.30(1H,d), 7.00(3H,m), 6.05(1H,d), 5.90(1H,m), 4.20(2H,q), 2.00(2H,m), 1.30(3... Starting materials: NC1CCCc2ccccc21, O=Cc1cccc(-c2ccccc2)c1. Product: c1ccc(-c2cccc(CNC3CCCc4ccccc43)c2)cc1. RXN SMILES: [CH:15]1([NH2:25])[CH2:16][CH2:17][CH2:18][c:19]2[cH:20][cH:21][cH:22][cH:23][c:24]21.[c:1]1(-[c:9]2[cH:10][cH:11][cH:12][cH:13][cH:14]2)[cH:2][c:3]([CH:7]=[O:8])[cH:4][cH:5][cH:6]1>>[c:1]1(-[c:9]2[cH:10][cH:11][cH:12][cH:13][cH:14]2)[cH:2][c:3]([CH2:7][NH:25][CH:15]2[CH2:16][CH2:17][CH2:18][c:19]3[cH:20][cH:21][cH:22][cH:23][c:24]32)[cH:4][cH:5][cH:6]1.